This data is from the Open Reaction Database (ORD), a public repository of structured organic reaction records. The task is: describe an organic reaction: reactants, conditions, products, and yield Starting materials: ClC1=C(C=CC(=C1)Cl)C(CN1N=CN=C1)=O (2',4'-dichloro-2-(1H-1,2,4-triazol-1-yl)acetophenone), C(CCC)[Li] (n-butyllithium), CCCCCC (hexane), C(C)#N (Acetonitrile). Run in O1CCCC1 (tetrahydrofuran), O1CCCC1 (tetrahydrofuran), O1CCCC1 (tetrahydrofuran), C(C)(=O)O (acetic acid). Run at temperature -70 celsius, time 45 minute. Product: C(#N)CC(CN1N=CN=C1)(O)C1=C(C=C(C=C1)Cl)Cl (1-Cyano-2-(2,4-dichlorophenyl)-3-(1H-1,2,4-triazol-1-yl)propan-2-ol). Yield: 44.5%. Reaction SMILES: [C:1](#[N:3])[CH3:2].C([Li])CCC.CCCCCC.[Cl:15][C:16]1[CH:21]=[C:20]([Cl:22])[CH:19]=[CH:18][C:17]=1[C:23](=[O:30])[CH2:24][N:25]1[CH:29]=[N:28][CH:27]=[N:26]1>O1CCCC1.C(O)(=O)C>[C:1]([CH2:2][C:23]([C:17]1[CH:18]=[CH:19][C:20]([Cl:22])=[CH:21][C:16]=1[Cl:15])([OH:30])[CH2:24][N:25]1[CH:29]=[N:28][CH:27]=[N:26]1)#[N:3]. Procedure: Acetonitrile (2.25 g, 0.055 mole) was dissolved in dry tetrahydrofuran (100 ml) and the resulting solution was cooled to -70° C. under nitrogen in an acetone/dry ice bath. A solution of n-butyllithium in hexane (39 ml, 1.55 molar, 0.060 mole) was added dropwise over five minutes. After stirring for about 45 minutes at -70° C., 2',4'-dichloro-2-(1H-1,2,4-triazol-1-yl)acetophenone (12.8 g) in dry tetrahydrofuran (100 ml) was added dropwise over a 15 minute period. Stirring was continued at -70° C....